This data is from the Open Reaction Database (ORD), a public repository of structured organic reaction records. The task is: describe an organic reaction: reactants, conditions, products, and yield Yields the product C1(CCCCC1)C1(CCN(CC1)C([C@@H](CC1=CC(=C(C=C1)Cl)Cl)NC(=O)NCCCC=1N=CNC1)=O)C(=O)OCC (ethyl 4-cyclohexyl-1-((R)-3-(3,4-dichlorophenyl)-2-{3-[3-(1H-imidazol-4-yl)propyl]ureido}-propionyl)piperidine-4-carboxylate). Procedure: 0.07 g (0.15 mmol) of ethyl 1-[(R)-2-amino-3-(3,4-dichlorophenyl)propionyl]-4-cyclohexylpiperidine-4-carboxylate and 34 mg (0.17 mmol) of para-nitrophenyl chloroformate are dissolved in 5 mL of dichloromethane. The mixture is stirred for 2 hours at room temperature and the solution is then poured into water and extracted with dichloromethane. The organic phase is dried over sodium sulfate, filtered and concentrated to dryness. The colourless oil obtained is diluted in 5 mL of dimethylformamide, ... Solvent: O (water), CN(C=O)C (dimethylformamide), ClCCl (dichloromethane). The yield is 44.0%. The reactants are [OH-].[Na+] (sodium hydroxide), N[C@@H](C(=O)N1CCC(CC1)(C(=O)OCC)C1CCCCC1)CC1=CC(=C(C=C1)Cl)Cl (ethyl 1-[(R)-2-amino-3-(3,4-dichlorophenyl)propionyl]-4-cyclohexylpiperidine-4-carboxylate), ClC(=O)OC1=CC=C(C=C1)[N+](=O)[O-] (para-nitrophenyl chloroformate), FC(C(=O)O)(F)F.FC(C(=O)O)(F)F.N1C=NC(=C1)CCCN (3-(1H-imidazol-4-yl)propylamine bis(trifluoroacetate)), C(C)(C)NC(C)C (diisopropylamine). Reaction conditions: time 2 hour. RXN SMILES: [NH2:1][C@H:2]([CH2:22][C:23]1[CH:28]=[CH:27][C:26]([Cl:29])=[C:25]([Cl:30])[CH:24]=1)[C:3]([N:5]1[CH2:10][CH2:9][C:8]([CH:16]2[CH2:21][CH2:20][CH2:19][CH2:18][CH2:17]2)([C:11]([O:13][CH2:14][CH3:15])=[O:12])[CH2:7][CH2:6]1)=[O:4].ClC(OC1C=CC([N+]([O-])=O)=CC=1)=O.FC(F)(F)[C:46]([OH:48])=O.FC(F)(F)C(O)=O.[NH:58]1[CH:62]=[C:61]([CH2:63][CH2:64][CH2:65][NH2:66])[N:60]=[CH:59]1.C(NC(C)C)(C)C.[OH-].[Na+]>ClCCl.CN(C)C=O.O>[CH:16]1([C:8]2([C:11]([O:13][CH2:14][CH3:15])=[O:12])[CH2:7][CH2:6][N:5]([C:3](=[O:4])[C@H:2]([NH:1][C:46]([NH:66][CH2:65][CH2:64][CH2:63][C:61]3[N:60]=[CH:59][NH:58][CH:62]=3)=[O:48])[CH2:22][C:23]3[CH:28]=[CH:27][C:26]([Cl:29])=[C:25]([Cl:30])[CH:24]=3)[CH2:10][CH2:9]2)[CH2:21][CH2:20][CH2:19][CH2:18][CH2:17]1 |f:2.3.4,6.7|. The reactants are C(C)C=1C=C2C=C(C(OC2=CC1OC)C(F)(F)F)C(=O)OCC (ethyl 6-ethyl-7-methoxy-2-(trifluoromethyl)-2H-chromene-3-carboxylate), B(Br)(Br)Br (boron tribromide). Solvent: C(Cl)Cl (DCM), C(=O)=O.CC(=O)C (dry ice acetone). Reaction conditions: time 8 hour. Yields the product C(C)C=1C=C2C=C(C(OC2=CC1O)C(F)(F)F)C(=O)OCC (ethyl 6-ethyl-7-hydroxy-2-(trifluoromethyl)-2H-chromene-3-carboxylate). As a reaction SMILES: [CH2:1]([C:3]1[CH:4]=[C:5]2[C:10](=[CH:11][C:12]=1[O:13]C)[O:9][CH:8]([C:15]([F:18])([F:17])[F:16])[C:7]([C:19]([O:21][CH2:22][CH3:23])=[O:20])=[CH:6]2)[CH3:2].B(Br)(Br)Br>C(Cl)Cl.C(=O)=O.CC(C)=O>[CH2:1]([C:3]1[CH:4]=[C:5]2[C:10](=[CH:11][C:12]=1[OH:13])[O:9][CH:8]([C:15]([F:16])([F:17])[F:18])[C:7]([C:19]([O:21][CH2:22][CH3:23])=[O:20])=[CH:6]2)[CH3:2] |f:3.4|. Procedure details: To a solution of 6.8 g (20.6 mmol) of ethyl 6-ethyl-7-methoxy-2-(trifluoromethyl)-2H-chromene-3-carboxylate in 30 mL of anhydrous DCM at −78° C. in dry ice/acetone bath was added dropwise a solution of 206 ml (1.0 M in DCM, 206 mmol) of boron tribromide. After finishing addition, the dry ice/acetone bath was removed. The reaction was stirred at room temperature overnight. The reaction was cooled back to −78° C. in dry ice/acetone bath and treated dropwise with 250 mL of methanol. The reaction wa... The reactants are [H-].[H-].[H-].[H-].[Li+].[Al+3] (LAH), CN1CC2=C(N(C=3C=CC(=CC23)C)CC(=O)N2CCN(CC2)C)CC1 (2-(2,8-dimethyl-3,4-dihydro-1H-pyrido[4,3-b]indol-5(2H)-yl)-1-(4-methylpiperazin-1-yl)ethanone). Run in C1CCOC1 (THF). The product is CN1CC2=C(N(C=3C=CC(=CC23)C)CCN2CCN(CC2)C)CC1 (2,8-dimethyl-5-(2-(4-methylpiperazin-1-yl)ethyl)-2,3,4,5-tetrahydro-1H-pyrido[4,3-b]indole). The yield is 22.9%. RXN SMILES: [H-].[H-].[H-].[H-].[Li+].[Al+3].[CH3:7][N:8]1[CH2:31][CH2:30][C:11]2[N:12]([CH2:20][C:21]([N:23]3[CH2:28][CH2:27][N:26]([CH3:29])[CH2:25][CH2:24]3)=O)[C:13]3[CH:14]=[CH:15][C:16]([CH3:19])=[CH:17][C:18]=3[C:10]=2[CH2:9]1>C1COCC1>[CH3:7][N:8]1[CH2:31][CH2:30][C:11]2[N:12]([CH2:20][CH2:21][N:23]3[CH2:24][CH2:25][N:26]([CH3:29])[CH2:27][CH2:28]3)[C:13]3[CH:14]=[CH:15][C:16]([CH3:19])=[CH:17][C:18]=3[C:10]=2[CH2:9]1 |f:0.1.2.3.4.5|. Reported procedure: LAH (0.022 g, 0.58 mmol) was charged in dry THF (3 mL) and cooled to 0 deg C., 2-(2,8-dimethyl-3,4-dihydro-1H-pyrido[4,3-b]indol-5(2H)-yl)-1-(4-methylpiperazin-1-yl)ethanone (0.05 g, 0.147 mmol) was added to it portion wise. The reaction mixture was refluxed for 4 h. The reaction mixture was cooled to 0 deg C. and quenched with sat. Na2SO4. The solid formed was filtered through celite, washed with THF, dried over Na2SO4 and concentrated under reduced pressure to obtain 11 mg of 2,8-dimethyl-5-(2... Reactants: ClC=1N=CN(C1Cl)CCCNC(=O)C1=CC=C(C=2NC(=NC21)C2=C(C=C(C=C2)N)CCN2CCOCC2)OC (2-[(2-morpholinoethyl)-4-amino-phenyl]-7-methoxy-1H-benzoimidazole-4-carboxylic acid-[3-(4,5-dichloro-imidazol-1-yl)-propyl]-amide), B(Br)(Br)Br (BBr3). Solvent: O (water). Reaction conditions: time 48 hour. Product: ClC=1N=CN(C1Cl)CCCNC(=O)C1=CC=C(C=2NC(=NC21)C2=C(C=C(C=C2)N)CCN2CCOCC2)O (2-[(2-morpholinoethyl)-4-amino-phenyl]-7-hydroxy-1H-benzoimidazole-4-carboxylic acid-[3-(4,5-dichloro-imidazol-1-yl)-propyl]-amide). Isolated yield 33.3%. RXN SMILES: [Cl:1][C:2]1[N:3]=[CH:4][N:5]([CH2:8][CH2:9][CH2:10][NH:11][C:12]([C:14]2[C:22]3[N:21]=[C:20]([C:23]4[CH:28]=[CH:27][C:26]([NH2:29])=[CH:25][C:24]=4[CH2:30][CH2:31][N:32]4[CH2:37][CH2:36][O:35][CH2:34][CH2:33]4)[NH:19][C:18]=3[C:17]([O:38]C)=[CH:16][CH:15]=2)=[O:13])[C:6]=1[Cl:7].B(Br)(Br)Br>O>[Cl:1][C:2]1[N:3]=[CH:4][N:5]([CH2:8][CH2:9][CH2:10][NH:11][C:12]([C:14]2[C:22]3[N:21]=[C:20]([C:23]4[CH:28]=[CH:27][C:26]([NH2:29])=[CH:25][C:24]=4[CH2:30][CH2:31][N:32]4[CH2:37][CH2:36][O:35][CH2:34][CH2:33]4)[NH:19][C:18]=3[C:17]([OH:38])=[CH:16][CH:15]=2)=[O:13])[C:6]=1[Cl:7]. Reported procedure: 2-[(2-morpholinoethyl)-4-amino-phenyl]-7-methoxy-1H-benzoimidazole-4-carboxylic acid-[3-(4,5-dichloro-imidazol-1-yl)-propyl]-amide (15 mg, 0.03 mmol) obtained in step 5 was dissolved in MC, BBr3 (1.0M solution in MC, 0.3 mL, 0.3 mmol) was added thereto and stirred at room temperature for 48 hours. The reaction was stopped by adding water thereto and the resulting solution was extracted with MC/MeOH (7:1). The extract was concentrated under a reduced pressure and purified by silica gel chromatogr... Starting materials: ClC1=CC=C2C(=CC=NC2=C1)NC1CCC(CC1)N (N-(7-chloroquinolin-4-yl)-cyclohexane-1,4-diamine), ClC1=CC=C(C=C1)S(=O)(=O)Cl (4-chlorobenzenesulfonyl chloride). Run in N1=CC=CC=C1 (pyridine). Reaction conditions: time 18 hour. The product is ClC1=CC=C(C=C1)S(=O)(=O)N[C@@H]1CC[C@@H](CC1)NC1=CC=NC2=CC(=CC=C12)Cl (cis-4-chloro-N-{4-((7-chloroquinolin-4-yl)amino)cyclohexyl}benzenesulfonamide). Reaction SMILES: [Cl:1][C:2]1[CH:11]=[C:10]2[C:5]([C:6]([NH:12][CH:13]3[CH2:18][CH2:17][CH:16]([NH2:19])[CH2:15][CH2:14]3)=[CH:7][CH:8]=[N:9]2)=[CH:4][CH:3]=1.[Cl:20][C:21]1[CH:26]=[CH:25][C:24]([S:27](Cl)(=[O:29])=[O:28])=[CH:23][CH:22]=1>N1C=CC=CC=1>[Cl:20][C:21]1[CH:26]=[CH:25][C:24]([S:27]([NH:19][C@H:16]2[CH2:15][CH2:14][C@@H:13]([NH:12][C:6]3[C:5]4[C:10](=[CH:11][C:2]([Cl:1])=[CH:3][CH:4]=4)[N:9]=[CH:8][CH:7]=3)[CH2:18][CH2:17]2)(=[O:29])=[O:28])=[CH:23][CH:22]=1. Procedure details: A solution of N-(7-chloroquinolin-4-yl)-cyclohexane-1,4-diamine (20 mg, 0.07 mmol) in pyridine (1.0 mL) at 20 C was treated with 4-chlorobenzenesulfonyl chloride (15 mg, 0.07 mmol). The reaction was shaken at room temperature for 18 hours then concentrated. The crude compound was purified by reverse phase HPLC to provide the desired compound. MS (ESI (+)) m/e 450 (M+H)+; 1H NMR (500 MHz, DMSO) δ ppm 8.88 (d, 1 H), 8.71 (d, 1 H), 8.53 (d, 1 H), 7.93 (d, 1 H), 7.87 (d, 2 H), 7.81 (dd, 1 H), 7.70 (... Reactants: C(#N)C(C(=O)OCC)(CC)C1=C(C(=CC=C1)OC1=C(C=CC=C1)C)OC (ethyl 2-cyano-2-[2-methoxy-3-(o-tolyloxy)phenyl]butyrate), Cl (hydrochloric acid). The solvent is C(C)(=O)O (acetic acid). Yields the product COC1=C(C=CC=C1OC1=C(C=CC=C1)C)C(C(=O)O)CC (2-[2-methoxy-3-(o-tolyloxy)phenyl]butyric acid). The yield is 63.1%. RXN SMILES: C([C:3]([C:11]1[CH:16]=[CH:15][CH:14]=[C:13]([O:17][C:18]2[CH:23]=[CH:22][CH:21]=[CH:20][C:19]=2[CH3:24])[C:12]=1[O:25][CH3:26])([CH2:9][CH3:10])[C:4]([O:6]CC)=[O:5])#N.Cl>C(O)(=O)C>[CH3:26][O:25][C:12]1[C:13]([O:17][C:18]2[CH:23]=[CH:22][CH:21]=[CH:20][C:19]=2[CH3:24])=[CH:14][CH:15]=[CH:16][C:11]=1[CH:3]([CH2:9][CH3:10])[C:4]([OH:6])=[O:5]. Procedure details: A mixture of ethyl 2-cyano-2-[2-methoxy-3-(o-tolyloxy)phenyl]butyrate (4.1 g), conc. hydrochloric acid (20 ml) and acetic acid (40 ml) was refluxed under heating for 48 hours. The reaction mixture was evaporated, and 10% aqueous sodium hydroxide and ethanol were added to the residue. The mixture was refluxed under heating for 30 minutes and then evaporated. Water was added to the residue, washed with diethyl ether, acidified with conc. hydrochloric acid and extracted with diethyl ether. The extr... Starting materials: CC(=O)Nc1c(C(=O)c2ccccc2)[nH]c2cc([N+](=O)[O-])ccc12, CCO. Product: CC(=O)Nc1c(C(=O)c2ccccc2)[nH]c2cc(N)ccc12. RXN SMILES: [C:1]([CH3:2])(=[O:3])[NH:4][c:5]1[c:6]([C:17]([c:18]2[cH:19][cH:20][cH:21][cH:22][cH:23]2)=[O:24])[nH:7][c:8]2[cH:9][c:10]([N+:14]([O-:15])=[O:16])[cH:11][cH:12][c:13]12.[CH3:25][CH2:26][OH:27]>>[C:1]([CH3:2])(=[O:3])[NH:4][c:5]1[c:6]([C:17]([c:18]2[cH:19][cH:20][cH:21][cH:22][cH:23]2)=[O:24])[nH:7][c:8]2[cH:9][c:10]([NH2:14])[cH:11][cH:12][c:13]12.